From a dataset of the Open Reaction Database (ORD), a public repository of structured organic reaction records. describe an organic reaction: reactants, conditions, products, and yield Reactants: ClCCl, O=[Cr](=O)([O-])Cl, O=C(Nc1ccccc1)OCCCC(O)c1ccccc1, c1cc[nH+]cc1. Product: O=C(Nc1ccccc1)OCCCC(=O)c1ccccc1. As a reaction SMILES: [CH2:33]([Cl:34])[Cl:35].[O:1]=[Cr:2]([Cl:3])([O-:4])=[O:5].[OH:12][CH:13]([CH2:14][CH2:15][CH2:16][O:17][C:18]([NH:19][c:20]1[cH:21][cH:22][cH:23][cH:24][cH:25]1)=[O:26])[c:27]1[cH:28][cH:29][cH:30][cH:31][cH:32]1.[nH+:6]1[cH:7][cH:8][cH:9][cH:10][cH:11]1>>[O:12]=[C:13]([CH2:14][CH2:15][CH2:16][O:17][C:18]([NH:19][c:20]1[cH:21][cH:22][cH:23][cH:24][cH:25]1)=[O:26])[c:27]1[cH:28][cH:29][cH:30][cH:31][cH:32]1. Reactants: C(C1=CC=CC=C1)N1C[C@H]([C@@H](C1)C1=CC=CC=C1)N(C(C(C)(C)C1=CC(=CC(=C1)C(F)(F)F)C(F)(F)F)=O)C (rac-N-((3S,4R)-1-Benzyl-4-phenyl-pyrrolidin-3-yl)-2-(3,5-bis-trifluoromethyl-phenyl)-N-methyl-isobutyramide), C(=O)[O-].[NH4+] (ammonium formate). The reagents and catalysts are [Pd] (Pd/C). Run in CO (MeOH). Run at time 1 hour. The product is FC(C=1C=C(C=C(C1)C(F)(F)F)C(C(=O)N([C@@H]1CNC[C@H]1C1=CC=CC=C1)C)(C)C)(F)F (rac-2-(3,5-bis-trifluoromethyl-phenyl)-N-methyl-N-((3S,4R)-4-phenyl-pyrrolidin-3-yl)-isobutyramide). Yield: 104.3%. As a reaction SMILES: C([N:8]1[CH2:12][C@@H:11]([C:13]2[CH:18]=[CH:17][CH:16]=[CH:15][CH:14]=2)[C@H:10]([N:19]([CH3:39])[C:20](=[O:38])[C:21]([C:24]2[CH:29]=[C:28]([C:30]([F:33])([F:32])[F:31])[CH:27]=[C:26]([C:34]([F:37])([F:36])[F:35])[CH:25]=2)([CH3:23])[CH3:22])[CH2:9]1)C1C=CC=CC=1.C([O-])=O.[NH4+]>CO.[Pd]>[F:32][C:30]([F:31])([F:33])[C:28]1[CH:29]=[C:24]([C:21]([CH3:22])([CH3:23])[C:20]([N:19]([CH3:39])[C@H:10]2[C@H:11]([C:13]3[CH:18]=[CH:17][CH:16]=[CH:15][CH:14]=3)[CH2:12][NH:8][CH2:9]2)=[O:38])[CH:25]=[C:26]([C:34]([F:35])([F:36])[F:37])[CH:27]=1 |f:1.2|. Procedure: To a solution of rac-N-((3S,4R)-1-Benzyl-4-phenyl-pyrrolidin-3-yl)-2-(3,5-bis-trifluoromethyl-phenyl)-N-methyl-isobutyramide (1.0 g, 1.82 mmol) in MeOH (30 ml) was added ammonium formate (0.59 g, 9.3 mmol) and Pd/C 10% (0.25 g). Stirring was continued at RT for 1 h, the reaction mixture was then filtered through celite, concentrated under vacuo. Purification by flash chromatography (SiO2, CH2Cl2/MeOH 8:2) yielded 0.87 g (84%) of rac-2-(3,5-bis-trifluoromethyl-phenyl)-N-methyl-N-((3S,4R)-4-phenyl... Starting materials: C(C)(C)(C)OC(=O)OC=1C=CC(=C2C=CC(NC12)=O)[C@H](CN(C(OC(C)(C)C)=O)[C@@H](CC1=CC(=CC=C1)C=O)C)O[Si](C)(C)C(C)(C)C (tert-Butyl (R)-2-(8-(tert-butoxycarbonyloxy)-2-oxo-1,2-dihydroquinolin-5-yl)-2-(tert-butyldimethylsilyloxy)ethyl((R)-1-(3-formylphenyl)propan-2-yl)carbamate), N (ammonia). Solvent: CO (methanol). Run at time 3 hour. Product: [Si](C)(C)(C(C)(C)C)O[C@@H](CN(C(OC(C)(C)C)=O)[C@@H](CC1=CC(=CC=C1)C=O)C)C1=C2C=CC(NC2=C(C=C1)O)=O (tert-Butyl (R)-2-(tert-butyldimethylsilyloxy)-2-(8-hydroxy-2-oxo-1,2-dihydroquinolin-5-yl)ethyl((R)-1-(3-formylphenyl)propan-2-yl)carbamate). Reaction SMILES: C(OC([O:8][C:9]1[CH:10]=[CH:11][C:12]([C@@H:20]([O:41][Si:42]([C:45]([CH3:48])([CH3:47])[CH3:46])([CH3:44])[CH3:43])[CH2:21][N:22]([C@H:30]([CH3:40])[CH2:31][C:32]2[CH:37]=[CH:36][CH:35]=[C:34]([CH:38]=[O:39])[CH:33]=2)[C:23](=[O:29])[O:24][C:25]([CH3:28])([CH3:27])[CH3:26])=[C:13]2[C:18]=1[NH:17][C:16](=[O:19])[CH:15]=[CH:14]2)=O)(C)(C)C.N>CO>[Si:42]([O:41][C@H:20]([C:12]1[CH:11]=[CH:10][C:9]([OH:8])=[C:18]2[C:13]=1[CH:14]=[CH:15][C:16](=[O:19])[NH:17]2)[CH2:21][N:22]([C@H:30]([CH3:40])[CH2:31][C:32]1[CH:37]=[CH:36][CH:35]=[C:34]([CH:38]=[O:39])[CH:33]=1)[C:23](=[O:29])[O:24][C:25]([CH3:28])([CH3:26])[CH3:27])([C:45]([CH3:46])([CH3:47])[CH3:48])([CH3:44])[CH3:43]. Reported procedure: tert-Butyl (R)-2-(8-(tert-butoxycarbonyloxy)-2-oxo-1,2-dihydroquinolin-5-yl)-2-(tert-butyldimethylsilyloxy)ethyl((R)-1-(3-formylphenyl)propan-2-yl)carbamate (Example 276, step h) (0.521 g) was suspended in methanol (20 mL) and treated with ‘880’ aqueous ammonia (2.5 mL) to give a suspension that was stirred at room temperature for 3 hours. The mixture was concentrated by blowing with a stream of nitrogen, and the residue was partitioned between ethyl acetate, water and brine, and the phases sepa...